From a dataset of the Open Reaction Database (ORD), a public repository of structured organic reaction records. describe an organic reaction: reactants, conditions, products, and yield Starting materials: NC1=CC=C(C=C1)C(CC(=O)OCC)C#CC (ethyl 3-(4-aminophenyl)hex-4-ynoate), C(C)N1CCOCC1 (N-ethylmorpholine), C1=CC=C2C(=C1)N=NN2O.O (HOBt hydrate), CCN=C=NCCCN(C)C (EDAC), C(C)(C)C=1C=C(OC(C(=O)O)C)C=CC1 (2-(3-isopropylphenoxy)propionic acid). Run in O (water), CN(C)C=O (DMF), CN(C)C=O (DMF). Conditions: time 72 hour. Product: C(C)(C)C=1C=C(OC(C(=O)NC2=CC=C(C=C2)C(CC(=O)OCC)C#CC)C)C=CC1 (Ethyl 3-{4-[2-(3-isopropylphenoxy)propionylamino]phenyl}hex-4-ynoate). As a reaction SMILES: [NH2:1][C:2]1[CH:7]=[CH:6][C:5]([CH:8]([C:15]#[C:16][CH3:17])[CH2:9][C:10]([O:12][CH2:13][CH3:14])=[O:11])=[CH:4][CH:3]=1.C(N1CCOCC1)C.C1C=C2N=NN(O)C2=CC=1.O.CCN=C=NCCCN(C)C.[CH:48]([C:51]1[CH:52]=[C:53]([CH:60]=[CH:61][CH:62]=1)[O:54][CH:55]([CH3:59])[C:56](O)=[O:57])([CH3:50])[CH3:49]>CN(C=O)C.O>[CH:48]([C:51]1[CH:52]=[C:53]([CH:60]=[CH:61][CH:62]=1)[O:54][CH:55]([CH3:59])[C:56]([NH:1][C:2]1[CH:3]=[CH:4][C:5]([CH:8]([C:15]#[C:16][CH3:17])[CH2:9][C:10]([O:12][CH2:13][CH3:14])=[O:11])=[CH:6][CH:7]=1)=[O:57])([CH3:49])[CH3:50] |f:2.3|. Reported procedure: To a solution of 200 mg (0.75 mmol) of ethyl 3-(4-aminophenyl)hex-4-ynoate, 258 mg (2.24 mmol) of N-ethylmorpholine, 126 mg (0.82 mmol) of HOBt hydrate and 128 mg (0.82 mmol) of EDAC in 3 ml of DMF was added a solution of 202 mg (0.74 mmol) of 2-(3-isopropylphenoxy)propionic acid in 2.5 ml of DMF. After 72 h at room temperature, the reaction mixture was diluted with water and extracted with ethyl acetate. The organic phase was dried over MgSO4, filtered and concentrated under reduced pressure. T...